Dataset: the Open Reaction Database (ORD), a public repository of structured organic reaction records. Task: describe an organic reaction: reactants, conditions, products, and yield Reactants: O=C([O-])[O-], ClCCOc1cccc2c1c1cccc3c1n2C(c1ccccc1)CO3, [I-], [K+], [K+], NCCO, [Na+], CN(C)C=O. The product is OCCNCCOc1cccc2c1c1cccc3c1n2C(c1ccccc1)CO3. RXN SMILES: [C:29](=[O:30])([O-:31])[O-:32].[Cl:1][CH2:2][CH2:3][O:4][c:5]1[cH:6][cH:7][cH:8][c:9]2[n:10]3[c:11]4[c:12]([cH:13][cH:14][cH:15][c:16]4[c:17]12)[O:18][CH2:19][CH:20]3[c:21]1[cH:22][cH:23][cH:24][cH:25][cH:26]1.[I-:28].[K+:33].[K+:34].[NH2:35][CH2:36][CH2:37][OH:38].[Na+:27].[O:39]=[CH:40][N:41]([CH3:42])[CH3:43]>>[CH2:2]([CH2:3][O:4][c:5]1[cH:6][cH:7][cH:8][c:9]2[n:10]3[c:11]4[c:12]([cH:13][cH:14][cH:15][c:16]4[c:17]12)[O:18][CH2:19][CH:20]3[c:21]1[cH:22][cH:23][cH:24][cH:25][cH:26]1)[NH:35][CH2:36][CH2:37][OH:38]. Starting materials: C(C1=CC(C(=O)OC2CC(N(C(C2)(C)C)O)(C)C)=CC=C1)(=O)OC1CC(N(C(C1)(C)C)O)(C)C (di-(1-oxyl-2,2,6,6-tetramethylpiperidin-4-yl) isophthalate), C(C)(C)(C)OOC(C)(C)C (di-tert-butyl peroxide). Solvent: C1CCCCC1 (cyclohexane). The product is C(C1=CC(C(=O)OC2CC(N(C(C2)(C)C)OC2CCCCC2)(C)C)=CC=C1)(=O)OC1CC(N(C(C1)(C)C)OC1CCCCC1)(C)C (Di-(1-cyclohexyloxy-2,2,6,6-tetramethylpiperidin-4-yl) Isophthalate). As a reaction SMILES: [C:1]([O:23][CH:24]1[CH2:29][C:28]([CH3:31])([CH3:30])[N:27]([OH:32])[C:26]([CH3:34])([CH3:33])[CH2:25]1)(=[O:22])[C:2]1[CH:21]=[CH:20][CH:19]=[C:4]([C:5]([O:7][CH:8]2[CH2:13][C:12]([CH3:15])([CH3:14])[N:11]([OH:16])[C:10]([CH3:18])([CH3:17])[CH2:9]2)=[O:6])[CH:3]=1.C(OO[C:41]([CH3:44])([CH3:43])C)(C)(C)C>C1CCCCC1>[C:5]([O:7][CH:8]1[CH2:13][C:12]([CH3:14])([CH3:15])[N:11]([O:16][CH:43]2[CH2:41][CH2:44][CH2:13][CH2:8][CH2:9]2)[C:10]([CH3:18])([CH3:17])[CH2:9]1)(=[O:6])[C:4]1[CH:19]=[CH:20][CH:21]=[C:2]([C:1]([O:23][CH:24]2[CH2:25][C:26]([CH3:34])([CH3:33])[N:27]([O:32][CH:2]3[CH2:21][CH2:20][CH2:19][CH2:4][CH2:3]3)[C:28]([CH3:31])([CH3:30])[CH2:29]2)=[O:22])[CH:3]=1. Reported procedure: A solution of 34.2 g of di-(1-oxyl-2,2,6,6-tetramethylpiperidin-4-yl) isophthalate and 54 ml of di-tert-butyl peroxide in 250 ml of cyclohexane is heated for 22 hours in a nitrogen atmosphere in a Fisher-Porter bottle (bath temperature of 140° C.). Solvent is evaporated under reduced pressure. The product is recrystallized from pentane to give a white solid, mp 140°-42° C. The reactants are BrCc1ccccc1, CI, CCCCC(N)C(O)C(=O)OCc1ccccc1. Yields the product CCCCC(N)C(O)C(=O)OC. RXN SMILES: [Br:19][CH2:20][c:21]1[cH:22][cH:23][cH:24][cH:25][cH:26]1.[CH3:27][I:28].[NH2:1][CH:2]([CH:3]([C:4](=[O:5])[O:6][CH2:7][c:8]1[cH:9][cH:10][cH:11][cH:12][cH:13]1)[OH:14])[CH2:15][CH2:16][CH2:17][CH3:18]>>[NH2:1][CH:2]([CH:3]([C:4](=[O:5])[O:6][CH3:7])[OH:14])[CH2:15][CH2:16][CH2:17][CH3:18]. Reactants: FC1=CC=CC=C1 (fluorobenzene), C(C(C)C)#N (isobutyronitrile), C[Si](C)(C)[N-][Si](C)(C)C.[K+] (KHMDS), solution. Run in C1(=CC=CC=C1)C (toluene), C(C)OCC (diethyl ether), C1(=CC=CC=C1)C (toluene). Conditions: temperature 80 celsius, time 24 hour. Product: CC(C#N)(C)C1=CC=CC=C1 (2-Methyl-2-phenylpropionitrile). Yield: 50.4%. As a reaction SMILES: F[C:2]1[CH:7]=[CH:6][CH:5]=[CH:4][CH:3]=1.[C:8](#[N:12])[CH:9]([CH3:11])[CH3:10].C[Si]([N-][Si](C)(C)C)(C)C.[K+]>C1(C)C=CC=CC=1.C(OCC)C>[CH3:10][C:9]([C:2]1[CH:7]=[CH:6][CH:5]=[CH:4][CH:3]=1)([CH3:11])[C:8]#[N:12] |f:2.3|. Reported procedure: To a solution of fluorobenzene (5.85 mL, 62.4 mmol) in 100 mL of anhydrous toluene was added isobutyronitrile (22.5 mL, 250 mmol) followed by 200 mL (100 mmol) of a 0.5 M solution of KHMDS in toluene. The reaction was stirred at 80° C. for 24 hours. The reaction was then allowed to cool to room temperature, diluted with diethyl ether, and washed with water and brine. The organic fraction was dried over sodium sulfate and concentrated under reduced pressure. The product was purified by flash chro...